Task: describe an organic reaction: reactants, conditions, products, and yield. Dataset: the Open Reaction Database (ORD), a public repository of structured organic reaction records Reactants: [N+](=O)([O-])C=1C=C(C=O)C=CC1 (3-nitrobenzaldehyde), C(C)(C)OC(C=C(OCC)N)=O (3-amino-3-ethoxyacrylic acid isopropyl ester). Run in C(C)O (ethanol). The product is C(C)(C)OC(=O)C1=C(N=C(C(C1C1=CC(=CC=C1)[N+](=O)[O-])C(=O)OC(C)C)OCC)N (2-amino-6-ethoxy-4-(3-nitrophenyl)-4,5-dihydropyridine-3,5-dicarboxylic acid diisopropyl ester), ether petroleum ether. The yield is 45.0%. RXN SMILES: [N+:1]([C:4]1[CH:5]=[C:6]([CH:9]=[CH:10][CH:11]=1)[CH:7]=O)([O-:3])=[O:2].[CH:12]([O:15][C:16](=[O:23])[CH:17]=[C:18]([NH2:22])[O:19][CH2:20][CH3:21])([CH3:14])[CH3:13]>C(O)C>[CH:12]([O:15][C:16]([C:17]1[CH:7]([C:6]2[CH:9]=[CH:10][CH:11]=[C:4]([N+:1]([O-:3])=[O:2])[CH:5]=2)[CH:17]([C:16]([O:15][CH:12]([CH3:13])[CH3:14])=[O:23])[C:18]([O:19][CH2:20][CH3:21])=[N:22][C:18]=1[NH2:22])=[O:23])([CH3:14])[CH3:13]. Reported procedure: Heating a solution of 6.1 g of 3-nitrobenzaldehyde and 13.9 g of 3-amino-3-ethoxyacrylic acid isopropyl ester in 100 ml of ethanol for 8 hours yields 2-amino-6-ethoxy-4-(3-nitrophenyl)-4,5-dihydropyridine-3,5-dicarboxylic acid diisopropyl ester of melting point 130° C (ether/petroleum ether). Yield: 45% of theory. Starting materials: ClC(Cl)Cl, ON=Cc1ccccc1, Cl. The product is ON=C(Cl)c1ccccc1. RXN SMILES: [CH:11]([Cl:12])([Cl:13])[Cl:14].[CH:2]([c:3]1[cH:4][cH:5][cH:6][cH:7][cH:8]1)=[N:9][OH:10].[Cl:1]>>[C:2]([c:3]1[cH:4][cH:5][cH:6][cH:7][cH:8]1)(=[N:9][OH:10])[Cl:12]. Starting materials: Cl, O=N[O-], Nc1cccc2c1C(=O)NS2(=O)=O, [Na+], O=S(=O)(O)O. Product: O=C1NS(=O)(=O)c2cccc(O)c21. RXN SMILES: [ClH:23].[N:14](=[O:15])[O-:16].[NH2:1][c:2]1[cH:3][cH:4][cH:5][c:6]2[c:7]1[C:8](=[O:13])[NH:9][S:10]2(=[O:11])=[O:12].[Na+:17].[S:18](=[O:19])(=[O:20])([OH:21])[OH:22]>>[c:2]1([OH:15])[cH:3][cH:4][cH:5][c:6]2[c:7]1[C:8](=[O:13])[NH:9][S:10]2(=[O:11])=[O:12]. Reactants: C(CC1=CC=CC=C1)C=1C(=C2C=CN3C2=C(C1)CNCC3)C(F)(F)F (6-phenethyl-7-(trifluoromethyl)-1,2,3,4-tetrahydro-[1,4]diazepino[6,7,1-hi]indole), CS(=O)(=O)Cl (methanesulfonyl chloride), C(C)(C)N(CC)C(C)C (diisopropylethylamine). The solvent is C(Cl)Cl (CH2Cl2). Product: CS(=O)(=O)C1CN2C=CC3=C(C(=CC(=C23)CN1)CCC1=CC=CC=C1)C(F)(F)F (2-(methylsulfonyl)-6-phenethyl-7-(trifluoromethyl)-1,2,3,4-tetrahydro-[1,4]diazepino[6,7,1-hi]indole). RXN SMILES: [CH2:1]([C:9]1[C:10]([C:22]([F:25])([F:24])[F:23])=[C:11]2[C:15]3=[C:16]([CH2:18][NH:19][CH2:20][CH2:21][N:14]3[CH:13]=[CH:12]2)[CH:17]=1)[CH2:2][C:3]1[CH:8]=[CH:7][CH:6]=[CH:5][CH:4]=1.[CH3:26][S:27](Cl)(=[O:29])=[O:28].C(N(C(C)C)CC)(C)C>C(Cl)Cl>[CH3:26][S:27]([CH:20]1[NH:19][CH2:18][C:16]2=[C:15]3[C:11](=[C:10]([C:22]([F:25])([F:24])[F:23])[C:9]([CH2:1][CH2:2][C:3]4[CH:4]=[CH:5][CH:6]=[CH:7][CH:8]=4)=[CH:17]2)[CH:12]=[CH:13][N:14]3[CH2:21]1)(=[O:29])=[O:28]. Procedure: A solution of 6-phenethyl-7-(trifluoromethyl)-1,2,3,4-tetrahydro-[1,4]diazepino[6,7,1-hi]indole (prepared as described in Example 2 above, 53 mg, 0.14 mmol), methanesulfonyl chloride (16 mg, 0.14 mmol) and diisopropylethylamine (0.072 mL, 0.42 mmol) in CH2Cl2 (3 mL) was stirred overnight. The solvent was evaporated under reduced pressure and the resulting residue purified by trituration from methanol-diethyl ether to 2-(methylsulfonyl)-6-phenethyl-7-(trifluoromethyl)-1,2,3,4-tetrahydro-[1,4]diaz... The reactants are C(C)(=O)O (acetic acid), C1(CCCCC1)C1=CC=C(C=C1)C1=NC(=NO1)C1=CC=C(O1)CN1CC(C1)C(=O)OCC (ethyl 1-({5-[5-(4-cyclohexylphenyl)-1,2,4-oxadiazol-3-yl]-2-furyl}methyl)azetidine-3-carboxylate), O.[OH-].[Li+] (lithium hydroxide monohydrate), Example 2 ( 2d ), O1CCCC1 (tetrahydrofuran). Run in CO (methanol), O (water). The product is C1(CCCCC1)C1=CC=C(C=C1)C1=NC(=NO1)C1=CC=C(O1)CN1CC(C1)C(=O)O (1-({5-[5-(4-Cyclohexylphenyl)-1,2,4-oxadiazol-3-yl]-2-furyl}methyl)azetidine-3-carboxylic acid). Isolated yield 56.5%. Reaction SMILES: [CH:1]1([C:7]2[CH:12]=[CH:11][C:10]([C:13]3[O:17][N:16]=[C:15]([C:18]4[O:22][C:21]([CH2:23][N:24]5[CH2:27][CH:26]([C:28]([O:30]CC)=[O:29])[CH2:25]5)=[CH:20][CH:19]=4)[N:14]=3)=[CH:9][CH:8]=2)[CH2:6][CH2:5][CH2:4][CH2:3][CH2:2]1.O1CCCC1.O.[OH-].[Li+].C(O)(=O)C>O.CO>[CH:1]1([C:7]2[CH:8]=[CH:9][C:10]([C:13]3[O:17][N:16]=[C:15]([C:18]4[O:22][C:21]([CH2:23][N:24]5[CH2:27][CH:26]([C:28]([OH:30])=[O:29])[CH2:25]5)=[CH:20][CH:19]=4)[N:14]=3)=[CH:11][CH:12]=2)[CH2:2][CH2:3][CH2:4][CH2:5][CH2:6]1 |f:2.3.4|. Reported procedure: To a solution of ethyl 1-({5-[5-(4-cyclohexylphenyl)-1,2,4-oxadiazol-3-yl]-2-furyl}methyl)azetidine-3-carboxylate (0.23 g, 0.53 mmol) that was obtained in Example 2 (2d) in a mixed solvent of tetrahydrofuran (0.50 ml), methanol (0.50 ml) and water (0.50 ml) was added lithium hydroxide monohydrate (50 mg, 1.2 mmol) with stirring, and the resulting mixture was stirred at room temperature for 1 hour. After stirring, acetic acid (65 μl, 1.2 mmol) was added to the reaction mixture to quench the react... Starting materials: 2-Heteroaryl pyrazolopyridines, ClN1N=C2C=CC=NC2=C1 (2-Chloro pyrazolopyridine), C1CC(=O)N(C1=O)I (NIS). Product: ClN1N=C2C=CC=NC2=C1I (2-chloro-3-iodo pyrazolopyridine). As a reaction SMILES: [Cl:1][N:2]1[CH:10]=[C:9]2[C:4]([CH:5]=[CH:6][CH:7]=[N:8]2)=[N:3]1.C1C(=O)N([I:18])C(=O)C1>>[Cl:1][N:2]1[C:10]([I:18])=[C:9]2[C:4]([CH:5]=[CH:6][CH:7]=[N:8]2)=[N:3]1. Reported procedure: 2-Heteroaryl pyrazolopyridines can be synthesized according to Scheme 1. 2-Chloro pyrazolopyridine 1 can be treated with NIS to yield 2-chloro-3-iodo pyrazolopyridine 2 which can be converted to 3-substituted 2-chloro pyrazolopyridine 3 under Suzuki conditions. Further Suzuki reaction of 3 with an appropriate heteroaryl boronate affords the desired 2-heteroaryl pyrazolopyridine 4. Reactants: CC(=O)OC1CCc2c(N)cccc21, CCCCCCC, CC(C)(C)ON=O, c1ccsc1. Product: CC(=O)OC1CCc2c(-c3cccs3)cccc21. RXN SMILES: [C:1]([CH3:2])(=[O:3])[O:4][CH:5]1[CH2:6][CH2:7][c:8]2[c:9]([NH2:14])[cH:10][cH:11][cH:12][c:13]21.[CH3:27][CH2:28][CH2:29][CH2:30][CH2:31][CH2:32][CH3:33].[N:20]([O:21][C:22]([CH3:23])([CH3:24])[CH3:25])=[O:26].[cH:15]1[cH:16][cH:17][s:18][cH:19]1>>[C:1]([CH3:2])(=[O:3])[O:4][CH:5]1[CH2:6][CH2:7][c:8]2[c:9](-[c:17]3[cH:16][cH:15][cH:19][s:18]3)[cH:10][cH:11][cH:12][c:13]21. The reactants are IC1=CN=C2N1C=CC(=C2)Cl (3-iodo-7-chloro-imidazo[1,2,a]pyridine), CC1(OB(OC1(C)C)C1=CC=C(C=C1)CC(=O)NC1=CC(=CC=C1)C(F)(F)F)C (2-[4-(4,4,5,5-Tetramethyl-[1,3,2]dioxaborolan-2-yl)-phenyl]-N-(3-trifluoromethyl-phenyl)-acetamide), 99B. The product is ClC1=CC=2N(C=C1)C(=CN2)C2=CC=C(C=C2)CC(=O)NC2=CC(=CC=C2)C(F)(F)F (2-[4-(7-Chloro-imidazo[1,2-a]pyridin-3-yl)-phenyl]-N-(3-trifluoromethyl-phenyl)-acetamide). RXN SMILES: I[C:2]1[N:6]2[CH:7]=[CH:8][C:9]([Cl:11])=[CH:10][C:5]2=[N:4][CH:3]=1.CC1(C)C(C)(C)OB([C:20]2[CH:25]=[CH:24][C:23]([CH2:26][C:27]([NH:29][C:30]3[CH:35]=[CH:34][CH:33]=[C:32]([C:36]([F:39])([F:38])[F:37])[CH:31]=3)=[O:28])=[CH:22][CH:21]=2)O1>>[Cl:11][C:9]1[CH:8]=[CH:7][N:6]2[C:2]([C:20]3[CH:21]=[CH:22][C:23]([CH2:26][C:27]([NH:29][C:30]4[CH:35]=[CH:34][CH:33]=[C:32]([C:36]([F:37])([F:38])[F:39])[CH:31]=4)=[O:28])=[CH:24][CH:25]=3)=[CH:3][N:4]=[C:5]2[CH:10]=1. Procedure: Couple 3-iodo-7-chloro-imidazo[1,2,a]pyridine (655 mg, 2.35 mmol) and 2-[4-(4,4,5,5-Tetramethyl-[1,3,2]dioxaborolan-2-yl)-phenyl]-N-(3-trifluoromethyl-phenyl)-acetamide (1.00 g, 2.47 mmol) using a procedure similar to Preparation 99B. MS(ES), m/z 430 (M+1). Starting materials: C1CCOC1, Cl, COS(=O)(=O)CC1OB(O)c2cc(OC3CCCCO3)cc(C)c21. Yields the product COS(=O)(=O)CC1OB(O)c2cc(O)cc(C)c21. RXN SMILES: [CH2:26]1[O:27][CH2:28][CH2:29][CH2:30]1.[ClH:25].[OH:1][B:2]1[O:3][CH:4]([CH2:19][S:20](=[O:21])(=[O:22])[O:23][CH3:24])[c:5]2[c:6]1[cH:7][c:8]([O:12][CH:13]1[CH2:14][CH2:15][CH2:16][CH2:17][O:18]1)[cH:9][c:10]2[CH3:11]>>[OH:1][B:2]1[O:3][CH:4]([CH2:19][S:20](=[O:21])(=[O:22])[O:23][CH3:24])[c:5]2[c:6]1[cH:7][c:8]([OH:12])[cH:9][c:10]2[CH3:11]. Procedure details: The procedure of Example IX using 39 g of 1-cyclopropyl-3-(3',4'-dichlorophenyl)prop-2-en-1-one, 15.5 ml of nitroethane and 2 g of sodium in 150 ml of methanol gives 41 g of 1-cyclopropyl-3-(3',4'-dichlorophenyl)-4-nitropentanone as an oily residue which is used in the crude state for the remainder of the operations. Reaction SMILES: [CH:1]1([C:4](=O)[CH:5]=[CH:6][C:7]2[CH:12]=[CH:11][C:10]([Cl:13])=[C:9]([Cl:14])[CH:8]=2)[CH2:3][CH2:2]1.[N+:16]([CH2:19][CH3:20])([O-:18])=[O:17].[Na].C[OH:23]>>[CH:1]1([CH2:4][C:5](=[O:23])[CH:6]([C:7]2[CH:12]=[CH:11][C:10]([Cl:13])=[C:9]([Cl:14])[CH:8]=2)[CH:19]([N+:16]([O-:18])=[O:17])[CH3:20])[CH2:3][CH2:2]1 |^1:20|. Yields the product C1(CC1)CC(C(C(C)[N+](=O)[O-])C1=CC(=C(C=C1)Cl)Cl)=O (1-cyclopropyl-3-(3',4'-dichlorophenyl)-4-nitropentanone). Starting materials: C1(CC1)C(C=CC1=CC(=C(C=C1)Cl)Cl)=O (1-cyclopropyl-3-(3',4'-dichlorophenyl)prop-2-en-1-one), CO (methanol), [N+](=O)([O-])CC (nitroethane), [Na] (sodium).